This data is from the Open Reaction Database (ORD), a public repository of structured organic reaction records. The task is: describe an organic reaction: reactants, conditions, products, and yield Starting materials: C(C(C)C)(=O)OC (methyl isobutyrate), C(C)(=O)O (acetic acid), CP(OC)(OC)=O (Dimethyl methylphosphonate), C(CCC)[Li] (n-butyl lithium). Run in C1CCOC1 (THF), O (water), C1CCOC1 (THF). Run at temperature -78 celsius, time 30 minute. Yields the product CC(C(CP(OC)(OC)=O)=O)C (dimethyl 3-methyl-2-oxo-butylphosphonate). Yield: 88.0%. As a reaction SMILES: [CH3:1][P:2](=[O:7])([O:5][CH3:6])[O:3][CH3:4].C([Li])CCC.[C:13](OC)(=[O:17])[CH:14]([CH3:16])[CH3:15].C(O)(=O)C>C1COCC1.O>[CH3:15][CH:14]([CH3:16])[C:13](=[O:17])[CH2:1][P:2](=[O:7])([O:5][CH3:6])[O:3][CH3:4]. Reported procedure: Dimethyl methylphosphonate (8.8 g, 0.071 mol) was dissolved in anhydrous THF (100 ml) under argon atmosphere. To the solution stirred at -78° C. was added dropwise n-butyl lithium (1.58N, 45 ml, 0.071 mol) over 30 minutes and then a solution of methyl isobutyrate (2.9 g, 0.0284 mol) in anhydrous THF (5 ml) was added dropwise over 30 minutes. The reaction mixture was warmed to room temperature. After 30 minutes, acetic acid (4.3 ml) and water (10 ml) were added with ice cooling. After concentrati... Reactants: ClC1=CC=CC=2C(C3=C(C=CC=C3C(C12)=O)Cl)=O (1,5-dichloroanthraquinone), OC1=CC=C(C=C1)S (p-hydroxythiophenol), C([O-])([O-])=O.[K+].[K+] (potassium carbonate), CN(C=O)C (dimethyl formamide). Run in O (water). Run at temperature 145 celsius, time 4 hour. The product is OC1=CC=C(C=C1)SC1=CC=CC=2C(C3=C(C=CC=C3C(C12)=O)SC1=CC=C(C=C1)O)=O (1,5-bis(p-hydroxyphenylthio)anthraquinone). Isolated yield 65.7%. Reaction SMILES: Cl[C:2]1[C:15]2[C:14](=[O:16])[C:13]3[C:8](=[C:9](Cl)[CH:10]=[CH:11][CH:12]=3)[C:7](=[O:18])[C:6]=2[CH:5]=[CH:4][CH:3]=1.[OH:19][C:20]1[CH:25]=[CH:24][C:23]([SH:26])=[CH:22][CH:21]=1.[C:27](=[O:30])([O-])[O-].[K+].[K+].CN(C)C=O>O>[OH:19][C:20]1[CH:25]=[CH:24][C:23]([S:26][C:2]2[C:15]3[C:14](=[O:16])[C:13]4[C:8](=[C:9]([S:26][C:23]5[CH:24]=[CH:25][C:27]([OH:30])=[CH:21][CH:22]=5)[CH:10]=[CH:11][CH:12]=4)[C:7](=[O:18])[C:6]=3[CH:5]=[CH:4][CH:3]=2)=[CH:22][CH:21]=1 |f:2.3.4|. Reported procedure: A mixture of 27.7 grams of (0.1 mole) of 1,5-dichloroanthraquinone, 28.5 grams (0.22 mole) of p-hydroxythiophenol, 30 grams (0.22 mole) of potassium carbonate and 200 milliliters of dimethyl formamide was heated with stirring at 145° C. for 4 hours. The mixture was then cooled to room temperature and poured into 1.5 liters of water. Thereafter, the above product was isolated by filtration and washed with 500 milliliters of water and air dried. The product was then recrystallized from acetic acid... Reagents/catalysts: [Ni] (Raney nickel). The reactants are O1C(CCC2=C1C=CC=C2)CNCCC#N ((±)-3-[[(3,4-dihydro-2H-1-benzopyran-2-yl)methyl]amino]propane-nitrile), N (ammonia), [H][H] (hydrogen). Isolated yield 90.8%. Procedure: A mixture of intermediate (16-c) (0.12 mol) in methanol saturated with ammonia (500 ml) was hydrogenated with Raney nickel (6 g) as a catalyst. After uptake of hydrogen (2 eq.), the catalyst was filtered off and the filtrate was evaporated. The residue was purified by distillation, yielding 24 g (90.8%) of (±)-N-[(3,4-dihydro-2H-1-benzopyran-2-yl)methyl]-1,3-propanediamine (interm. 17-c). As a reaction SMILES: [O:1]1[C:6]2[CH:7]=[CH:8][CH:9]=[CH:10][C:5]=2[CH2:4][CH2:3][CH:2]1[CH2:11][NH:12][CH2:13][CH2:14][C:15]#[N:16].N.[H][H]>CO.[Ni]>[O:1]1[C:6]2[CH:7]=[CH:8][CH:9]=[CH:10][C:5]=2[CH2:4][CH2:3][CH:2]1[CH2:11][NH:12][CH2:13][CH2:14][CH2:15][NH2:16]. Product: O1C(CCC2=C1C=CC=C2)CNCCCN ((±)-N-[(3,4-dihydro-2H-1-benzopyran-2-yl)methyl]-1,3-propanediamine). Run in CO (methanol). RXN SMILES: [CH2:24]([CH3:25])[n:26]1[n:27][c:28]([CH3:34])[cH:29][c:30]1[C:31](=[O:32])[OH:33].[NH2:1][CH2:2][CH:3]1[N:4]([C:9](=[O:10])[c:11]2[n:12][c:13]([CH3:23])[s:14][c:15]2-[c:16]2[cH:17][c:18]([F:22])[cH:19][cH:20][cH:21]2)[CH:5]2[CH2:6][CH:7]2[CH2:8]1>>[NH:1]([CH2:2][CH:3]1[N:4]([C:9](=[O:10])[c:11]2[n:12][c:13]([CH3:23])[s:14][c:15]2-[c:16]2[cH:17][c:18]([F:22])[cH:19][cH:20][cH:21]2)[CH:5]2[CH2:6][CH:7]2[CH2:8]1)[C:31]([c:30]1[n:26]([CH2:24][CH3:25])[n:27][c:28]([CH3:34])[cH:29]1)=[O:32]. Yields the product CCn1nc(C)cc1C(=O)NCC1CC2CC2N1C(=O)c1nc(C)sc1-c1cccc(F)c1. Starting materials: CCn1nc(C)cc1C(=O)O, Cc1nc(C(=O)N2C(CN)CC3CC32)c(-c2cccc(F)c2)s1. The reactants are CC(=O)Oc1cc2c(c(OC(C)=O)c1)C1CCC3(C)C(=O)CCC3C1CC2, CC(C)(C)O[Al](OC(C)(C)C)OC(C)(C)C, C1CCOC1, [H-], [Li+]. Product: CC(=O)Oc1cc2c(c(OC(C)=O)c1)C1CCC3(C)C(O)CCC3C1CC2. As a reaction SMILES: [C:1]([CH3:2])(=[O:3])[O:4][c:5]1[cH:6][c:7]([O:24][C:25]([CH3:26])=[O:27])[cH:8][c:9]2[c:22]1[CH:21]1[CH:12]([CH2:11][CH2:10]2)[CH:13]2[CH2:14][CH2:15][C:16](=[O:23])[C:17]2([CH3:18])[CH2:19][CH2:20]1.[C:29]([O:30][Al:31]([O:32][C:33]([CH3:34])([CH3:35])[CH3:36])[O:37][C:38]([CH3:39])([CH3:40])[CH3:41])([CH3:42])([CH3:43])[CH3:44].[CH2:46]1[O:47][CH2:48][CH2:49][CH2:50]1.[H-:28].[Li+:45]>>[C:1]([CH3:2])(=[O:3])[O:4][c:5]1[cH:6][c:7]([O:24][C:25]([CH3:26])=[O:27])[cH:8][c:9]2[c:22]1[CH:21]1[CH:12]([CH2:11][CH2:10]2)[CH:13]2[CH2:14][CH2:15][CH:16]([OH:23])[C:17]2([CH3:18])[CH2:19][CH2:20]1. The reactants are [Na].C(=O)(O)C1=CC=CC(=N1)P(C1=NC(=CC=C1)C(=O)O)(C1=NC(=CC=C1)C(=O)O)=O (tris(6-carboxy-2-pyridyl)phosphine oxide sodium salt), C(C)(=O)[O-].[Gd+3].C(C)(=O)[O-].C(C)(=O)[O-] (Gadolinium (III) acetate). Solvent: O (water), O (water). Conditions: temperature 90 celsius. Product: [Gd].C(=O)(O)C1=CC=CC(=N1)P(C1=NC(=CC=C1)C(=O)O)(C1=NC(=CC=C1)C(=O)O)=O (tris(6-carboxy-2-pyridyl)phosphine oxide gadolinium). Isolated yield 28.3%. As a reaction SMILES: [Na].[C:2]([C:5]1[N:10]=[C:9]([P:11](=[O:30])([C:21]2[CH:26]=[CH:25][CH:24]=[C:23]([C:27]([OH:29])=[O:28])[N:22]=2)[C:12]2[CH:17]=[CH:16][CH:15]=[C:14]([C:18]([OH:20])=[O:19])[N:13]=2)[CH:8]=[CH:7][CH:6]=1)([OH:4])=[O:3].C([O-])(=O)C.[Gd+3:35].C([O-])(=O)C.C([O-])(=O)C>O>[Gd:35].[C:27]([C:23]1[N:22]=[C:21]([P:11](=[O:30])([C:9]2[CH:8]=[CH:7][CH:6]=[C:5]([C:2]([OH:4])=[O:3])[N:10]=2)[C:12]2[CH:17]=[CH:16][CH:15]=[C:14]([C:18]([OH:20])=[O:19])[N:13]=2)[CH:26]=[CH:25][CH:24]=1)([OH:29])=[O:28] |f:0.1,2.3.4.5,7.8,^1:0|. Procedure: A reaction flask was equipped with a reflux condenser, agitator, addition finnel, nitrogen source and heating bath. The tris(6-carboxy-2-pyridyl)phosphine oxide sodium salt (310 mg, 0.65 mmol, MW 479) from Example 11 was dissolved warm demineralized water (10 mL) and the resultant solution was filtered and charged to reaction flask. Gadolinium (III) acetate (250 mg, 0.62 mmol, MW 406 for tetrahydrate) was dissolved in warm demineralized water (10 mL) and the resultant solution was filtered and c...